From a dataset of the Open Reaction Database (ORD), a public repository of structured organic reaction records. describe an organic reaction: reactants, conditions, products, and yield The reactants are N(=C=S)C1=CC=C(S/C(/C(=O)O)=C(/C(=O)O)\O)C=C1 (2-[4'-(Isothio-cyanato)thiophenoxy]-3-hydroxymaleic acid), FC(C(=O)OC(C(F)(F)F)=O)(F)F (trifluoroacetic anhydride). Run in C(Cl)(Cl)Cl (CHCl3). Run at time 6.5 hour. The product is N(=C=S)C1=CC=C(S/C=2/C(=O)OC(\C2)=O)C=C1 (2-(4'-(Isothiocyanato)thiophenoxy) Maleic Anhydride). Reaction SMILES: [N:1]([C:4]1[CH:19]=[CH:18][C:7]([S:8]/[C:9](=[C:13](\O)/[C:14]([OH:16])=[O:15])/[C:10](O)=[O:11])=[CH:6][CH:5]=1)=[C:2]=[S:3].FC(F)(F)C(OC(=O)C(F)(F)F)=O>C(Cl)(Cl)Cl>[N:1]([C:4]1[CH:19]=[CH:18][C:7]([S:8][C:9]2[C:10]([O:15][C:14](=[O:16])[CH:13]=2)=[O:11])=[CH:6][CH:5]=1)=[C:2]=[S:3]. Procedure: The 2-[4'-(Isothio-cyanato)thiophenoxy]-3-hydroxymaleic acid (4.510 g, 15.07 mmol) was slurried in 140 mL of CHCl3 under nitrogen, treated with trifluoroacetic anhydride (5.30 mL, 7.88 g, 37.5 mmol), and heated to reflux. After 6.5 hours, the homogeneous reaction mixture was allowed to cool to room temperature, concentrated, taken up in hot CCl4 (80 mL), filtered hot, concentrated to one third volume, and diluted with 10 mL of hexane. Crystallization occurred upon standing at room temperature ov... RXN SMILES: [CH2:1]([O:8][CH2:9][C@H:10]1[C@@H:15]([OH:16])[CH2:14][CH2:13][CH2:12][O:11]1)[C:2]1[CH:7]=[CH:6][CH:5]=[CH:4][CH:3]=1.[CH2:17](Br)[CH2:18][CH2:19][CH2:20][CH2:21][CH2:22][CH2:23][CH2:24][CH2:25][CH2:26][CH2:27][CH2:28][CH2:29][CH2:30][CH2:31][CH3:32].[OH-].[K+].C1(C)C=CC=CC=1>O>[CH2:1]([O:8][CH2:9][C@H:10]1[C@@H:15]([O:16][CH2:32][CH2:31][CH2:30][CH2:29][CH2:28][CH2:27][CH2:26][CH2:25][CH2:24][CH2:23][CH2:22][CH2:21][CH2:20][CH2:19][CH2:18][CH3:17])[CH2:14][CH2:13][CH2:12][O:11]1)[C:2]1[CH:3]=[CH:4][CH:5]=[CH:6][CH:7]=1 |f:2.3|. The product is C(C1=CC=CC=C1)OC[C@@H]1OCCC[C@@H]1OCCCCCCCCCCCCCCCC (cis-2-Benzyloxymethyl-3-hexadecyloxytetrahydropyran). The solvent is O (water). Conditions: temperature 120 celsius, time 10 hour. Procedure: A mixture of 1.037 g of dl-cis-2-benzyloxymethyltetrahydropyran-3-ol (prepared as described in Preparation 33), 1.709 g of hexadecyl bromide, 0.77 g of potassium hydroxide and 15 ml of toluene was heated, with stirring, at 120° C. for 10 hours. At the end of this time, the reaction mixture was cooled and then poured into water. The aqueous layer was extracted twice with diethyl ether. The organic layer and the extracts were combined, washed with water, dried over anhydrous magnesium sulfate and ... The reactants are C(C1=CC=CC=C1)OC[C@@H]1OCCC[C@@H]1O (cis-2-benzyloxymethyltetrahydropyran-3-ol), C(CCCCCCCCCCCCCCC)Br (hexadecyl bromide), [OH-].[K+] (potassium hydroxide), C1(=CC=CC=C1)C (toluene). Reactants: Intermediate 1, C(=O)(C(F)(F)F)O (TFA), FC1=CC=C2NC=C(CCN)C2=C1 (5-fluorotryptamine), C1OC=2C=C(C=O)C=CC2O1 (3,4-methylenedioxybenzaldehyde). The product is C1OC=2C=C(C=CC2O1)C1NCCC=2C3=CC(=CC=C3NC12)F (1-(3,4-Methylenedioxyphenyl)-6-fluoro-2,3,4,9-tetrahydro-1H-β-carboline). The yield is 84.7%. As a reaction SMILES: [F:1][C:2]1[CH:13]=[C:12]2[C:5]([NH:6][CH:7]=[C:8]2[CH2:9][CH2:10][NH2:11])=[CH:4][CH:3]=1.[CH2:14]1[O:24][C:23]2[CH:22]=[CH:21][C:18]([CH:19]=O)=[CH:17][C:16]=2[O:15]1.C(O)(C(F)(F)F)=O>>[CH2:14]1[O:24][C:23]2[CH:22]=[CH:21][C:18]([CH:19]3[C:7]4[NH:6][C:5]5[C:12](=[CH:13][C:2]([F:1])=[CH:3][CH:4]=5)[C:8]=4[CH2:9][CH2:10][NH:11]3)=[CH:17][C:16]=2[O:15]1. Procedure details: This product was prepared using the same procedure as for Intermediate 1 with 5-fluorotryptamine (1.59 g, 8.9 mmol), 3,4-methylenedioxybenzaldehyde (1.47 g, 1.1 equiv.) and TFA (1.4 mL, 2 equiv.) to give the title compound (2.34 g, 85%) as white crystals. MP: 172° C. The reactants are Cc1ccccc1N1CC(C)(C)N(C(=O)OC(C)(C)C)CC1=O, ClCCl, O=C(O)C(F)(F)F. Product: Cc1ccccc1N1CC(C)(C)NCC1=O. Reaction SMILES: [C:8]([O:9][C:10](=[O:11])[N:15]1[C:16]([CH3:29])([CH3:30])[CH2:17][N:18]([c:22]2[c:23]([CH3:28])[cH:24][cH:25][cH:26][cH:27]2)[C:19](=[O:21])[CH2:20]1)([CH3:12])([CH3:13])[CH3:14].[CH2:31]([Cl:32])[Cl:33].[OH:1][C:2]([C:3]([F:4])([F:5])[F:6])=[O:7]>>[NH:15]1[C:16]([CH3:29])([CH3:30])[CH2:17][N:18]([c:22]2[c:23]([CH3:28])[cH:24][cH:25][cH:26][cH:27]2)[C:19](=[O:21])[CH2:20]1.